From a dataset of the Open Reaction Database (ORD), a public repository of structured organic reaction records. describe an organic reaction: reactants, conditions, products, and yield Reactants: Cc1c(OCC(F)(F)F)ccnc1CSc1nc2ccccc2[nH]1, CC(=O)O, CC(C)=O, CC#N, [O-]Cl, [Na+], [Na+], [Na+], [Na+], [O-]Cl, [OH-], O, O=S([O-])S(=O)(=O)[O-]. Product: Cc1c(OCC(F)(F)F)ccnc1CS(=O)c1nc2ccccc2[nH]1. Reaction SMILES: [CH3:1][c:2]1[c:3]([CH2:14][S:15][c:16]2[n:17][c:18]3[c:19]([nH:20]2)[cH:21][cH:22][cH:23][cH:24]3)[n:4][cH:5][cH:6][c:7]1[O:8][CH2:9][C:10]([F:11])([F:12])[F:13].[CH3:41][C:42](=[O:43])[OH:44].[CH3:45][C:46](=[O:47])[CH3:48].[CH3:50][C:51]#[N:52].[Cl:27][O-:28].[Na+:26].[Na+:29].[Na+:39].[Na+:40].[O-:30][Cl:31].[OH-:25].[OH2:49].[S:32](=[O:33])([S:34]([O-:35])=[O:36])([O-:37])=[O:38]>>[CH3:1][c:2]1[c:3]([CH2:14][S:15]([c:16]2[nH:17][c:18]3[c:19]([n:20]2)[cH:21][cH:22][cH:23][cH:24]3)=[O:33])[n:4][cH:5][cH:6][c:7]1[O:8][CH2:9][C:10]([F:11])([F:12])[F:13]. Starting materials: CON(Cc1ccc(F)cc1SC)C(=O)C=C1OC(C)(C)OC1=O, CO. Yields the product COC(=O)C(O)=CC(=O)N(Cc1ccc(F)cc1SC)OC. RXN SMILES: [CH3:1][C:2]1([CH3:24])[O:3][C:4](=[O:23])[C:5](=[CH:7][C:8](=[O:9])[N:10]([O:11][CH3:12])[CH2:13][c:14]2[c:15]([S:21][CH3:22])[cH:16][c:17]([F:20])[cH:18][cH:19]2)[O:6]1.[CH3:25][OH:26]>>[CH3:2][O:3][C:4]([C:5]([OH:6])=[CH:7][C:8](=[O:9])[N:10]([O:11][CH3:12])[CH2:13][c:14]1[c:15]([S:21][CH3:22])[cH:16][c:17]([F:20])[cH:18][cH:19]1)=[O:23]. Conditions: time 30 minute. Solvent: CCOC(=O)C (EtOAc), CC(=O)O (HOAc), ClCCCl (DCE). Procedure: A DCE solution (33 mL) of 2-bromo-6-chloro-4-(trifluoromethyl)benzaldehyde (3.7 g, 12.9 mmol), 2′,4′-dichloro-[1,1′-biphenyl]-4-amine (3.4 g, 14.4 mmol), and HOAc (3.0 mL) was heated to 70° C. After 10 min the homogeneous solution was cooled to room temperature and solid NaBH(OAc)3 (5.46 g, 25.8 mmol) was added and the resulting mixture was warmed to 40° C. After 30 min, EtOAc and 2 M K2CO3 were added and the layers were separated. The aqueous layer was extracted with EtOAc. The combined organic... Starting materials: C(=O)([O-])[O-].[K+].[K+] (K2CO3), [BH-](OC(=O)C)(OC(=O)C)OC(=O)C.[Na+] (NaBH(OAc)3), BrC1=C(C=O)C(=CC(=C1)C(F)(F)F)Cl (2-bromo-6-chloro-4-(trifluoromethyl)benzaldehyde), ClC1=C(C=CC(=C1)Cl)C1=CC=C(C=C1)N (2′,4′-dichloro-[1,1′-biphenyl]-4-amine). Yields the product BrC1=C(CNC2=CC=C(C=C2)C2=C(C=C(C=C2)Cl)Cl)C(=CC(=C1)C(F)(F)F)Cl (N-(2-bromo-6-chloro-4-(trifluoromethyl)benzyl)-2′,4′-dichloro-[1,1′-biphenyl]-4-amine). As a reaction SMILES: [Br:1][C:2]1[CH:9]=[C:8]([C:10]([F:13])([F:12])[F:11])[CH:7]=[C:6]([Cl:14])[C:3]=1[CH:4]=O.[Cl:15][C:16]1[CH:21]=[C:20]([Cl:22])[CH:19]=[CH:18][C:17]=1[C:23]1[CH:28]=[CH:27][C:26]([NH2:29])=[CH:25][CH:24]=1.[BH-](OC(C)=O)(OC(C)=O)OC(C)=O.[Na+].C([O-])([O-])=O.[K+].[K+]>CCOC(C)=O.CC(O)=O.ClCCCl>[Br:1][C:2]1[CH:9]=[C:8]([C:10]([F:13])([F:12])[F:11])[CH:7]=[C:6]([Cl:14])[C:3]=1[CH2:4][NH:29][C:26]1[CH:25]=[CH:24][C:23]([C:17]2[CH:18]=[CH:19][C:20]([Cl:22])=[CH:21][C:16]=2[Cl:15])=[CH:28][CH:27]=1 |f:2.3,4.5.6|. Reactants: [N+](=O)([O-])C=1C=C(CCl)C=C(C1)[N+](=O)[O-] (3,5-dinitrobenzyl chloride), C1(C=2C(C(N1)=O)=CC=CC2)=O.[K] (potassium phthalimide). The solvent is CC(=O)N(C)C (DMA). Conditions: time 12 hour. Product: [N+](=O)([O-])C=1C=C(C=C(C1)[N+](=O)[O-])CN1C(C2=CC=CC=C2C1=O)=O (2-[(3,5-dinitrophenyl)methyl]isoindoline-1,3-dione). RXN SMILES: [N+:1]([C:4]1[CH:5]=[C:6]([CH:9]=[C:10]([N+:12]([O-:14])=[O:13])[CH:11]=1)[CH2:7]Cl)([O-:3])=[O:2].[C:15]1(=[O:25])[NH:19][C:18](=[O:20])[C:17]2=[CH:21][CH:22]=[CH:23][CH:24]=[C:16]12.[K]>CC(N(C)C)=O>[N+:1]([C:4]1[CH:5]=[C:6]([CH2:7][N:19]2[C:15](=[O:25])[C:16]3[C:17](=[CH:21][CH:22]=[CH:23][CH:24]=3)[C:18]2=[O:20])[CH:9]=[C:10]([N+:12]([O-:14])=[O:13])[CH:11]=1)([O-:3])=[O:2] |f:1.2,^1:25|. Procedure: A solution of 3,5-dinitrobenzyl chloride (2.2 g, 10 mmol) in DMA (40 mL) was treated with potassium phthalimide (1.9 g, 10 mmol) and the mixture stirred 12 h. The mixture was then concentrated and the solid residue washed with ethyl acetate, dried, washed with water and dried to give 2.5 g (76%) of essentially pure adduct as a white solid: 1H NMR 400 MHz (DMSO) δ5.06 (s, 2H); 7.82-7.97 (m, 4H); 8.62 (s, 2H); 8.74 (s, 1H). The reactants are C(#N)C1=CC=C(C(=O)NC(C(C(=O)O)(C)C)C2=CC=CC=C2)C=C1 (N-4-cyanobenzoyl-β-phenyl-α,α-dimethyl-β-alanine), C(C1=CC=CC=C1)OC(CN1CCNCC1)=O (piperazineacetic acid benzyl ester). Product: C(C1=CC=CC=C1)OC(CN1CCN(CC1)C(C(C(NC(C1=CC=C(C=C1)C#N)=O)C1=CC=CC=C1)(C)C)=O)=O (N-4-cyanobenzoyl-β-phenyl-α,α-dimethyl-β-alanyl-4-piperazineacetic acid benzyl ester). Yield: 71.9%. RXN SMILES: [C:1]([C:3]1[CH:24]=[CH:23][C:6]([C:7]([NH:9][CH:10]([C:17]2[CH:22]=[CH:21][CH:20]=[CH:19][CH:18]=2)[C:11]([CH3:16])([CH3:15])[C:12]([OH:14])=O)=[O:8])=[CH:5][CH:4]=1)#[N:2].[CH2:25]([O:32][C:33](=[O:41])[CH2:34][N:35]1[CH2:40][CH2:39][NH:38][CH2:37][CH2:36]1)[C:26]1[CH:31]=[CH:30][CH:29]=[CH:28][CH:27]=1>>[CH2:25]([O:32][C:33](=[O:41])[CH2:34][N:35]1[CH2:36][CH2:37][N:38]([C:12](=[O:14])[C:11]([CH3:16])([CH3:15])[CH:10]([C:17]2[CH:18]=[CH:19][CH:20]=[CH:21][CH:22]=2)[NH:9][C:7](=[O:8])[C:6]2[CH:23]=[CH:24][C:3]([C:1]#[N:2])=[CH:4][CH:5]=2)[CH2:39][CH2:40]1)[C:26]1[CH:31]=[CH:30][CH:29]=[CH:28][CH:27]=1. Reported procedure: The same procedure as in Example 2-(6-2) was performed with N-4-cyanobenzoyl-β-phenyl-α,α-dimethyl-β-alanine (0.4 g, 1.24 mmol) and piperazineacetic acid benzyl ester (0.87 g, 3.72 mmol) to yield an oil of N-4-cyanobenzoyl-β-phenyl-α,α-dimethyl-β-alanyl-4-piperazineacetic acid benzyl ester (0.48 g, 70.0%). The reactants are ClCCl, CS(=O)(=O)Cl, Nc1cc(O)ccc1Oc1ccccc1, c1ccncc1. Product: CS(=O)(=O)Nc1cc(O)ccc1Oc1ccccc1. Reaction SMILES: [CH2:27]([Cl:28])[Cl:29].[CH3:22][S:23]([Cl:24])(=[O:25])=[O:26].[NH2:1][c:2]1[cH:3][c:4]([OH:15])[cH:5][cH:6][c:7]1[O:8][c:9]1[cH:10][cH:11][cH:12][cH:13][cH:14]1.[cH:16]1[cH:17][cH:18][n:19][cH:20][cH:21]1>>[NH:1]([c:2]1[cH:3][c:4]([OH:15])[cH:5][cH:6][c:7]1[O:8][c:9]1[cH:10][cH:11][cH:12][cH:13][cH:14]1)[S:23]([CH3:22])(=[O:25])=[O:26]. Reactants: CC(=O)O, CC(C(O)CN(C)CCCc1ccc(F)cc1)N(Cc1ccccc1)Cc1ccccc1, CO, CCOCC, [OH-], [OH-], [Pd+2]. The product is CC(N)C(O)CN(C)CCCc1ccc(F)cc1. RXN SMILES: [C:33]([OH:34])(=[O:35])[CH3:36].[CH2:1]([N:8]([CH2:2][c:3]1[cH:4][cH:5][cH:6][cH:7][cH:26]1)[CH:9]([CH:10]([CH2:11][N:12]([CH3:13])[CH2:14][CH2:15][CH2:16][c:17]1[cH:18][cH:19][c:20]([F:23])[cH:21][cH:22]1)[OH:24])[CH3:25])[c:27]1[cH:28][cH:29][cH:30][cH:31][cH:32]1.[CH3:37][OH:38].[CH3:39][CH2:40][O:41][CH2:42][CH3:43].[OH-:44].[OH-:45].[Pd+2:46]>>[NH2:8][CH:9]([CH:10]([CH2:11][N:12]([CH3:13])[CH2:14][CH2:15][CH2:16][c:17]1[cH:18][cH:19][c:20]([F:23])[cH:21][cH:22]1)[OH:24])[CH3:25]. Reactants: FC(C1=CC=C(C=C1)C1=CC=C(C=N1)C(CCCCCC)O)(F)F (1-[6-(4-trifluoromethyl-phenyl)-pyridin-3-yl]-heptan-1-ol), N(=NC(=O)N1CCCCC1)C(=O)N1CCCCC1 (1,1′-(azodicarbonyl)dipiperidine), C(CCC)P(CCCC)CCCC (tributylphosphine), OC1=CC=C(C(=O)OC)C=C1 (methyl 4-hydroxybenzoate). Run in C1CCOC1 (THF), C1(=CC=CC=C1)C (toluene). Run at time 8 hour. The product is FC(C1=CC=C(C=C1)C1=CC=C(C=N1)C(CCCCCC)OC1=CC=C(C(=O)OCC)C=C1)(F)F (ethyl 4-{1-[6-(4-trifluoromethyl-phenyl)-pyridin-3-yl]-heptyloxy}-benzoate). RXN SMILES: [F:1][C:2]([F:24])([F:23])[C:3]1[CH:8]=[CH:7][C:6]([C:9]2[N:14]=[CH:13][C:12]([CH:15]([OH:22])[CH2:16][CH2:17][CH2:18][CH2:19][CH2:20][CH3:21])=[CH:11][CH:10]=2)=[CH:5][CH:4]=1.N(C(N1CCCCC1)=O)=N[C:27](N1CCCCC1)=O.C(P(CCCC)CCCC)CCC.O[C:57]1[CH:66]=[CH:65][C:60]([C:61]([O:63][CH3:64])=[O:62])=[CH:59][CH:58]=1>C1COCC1.C1(C)C=CC=CC=1>[F:24][C:2]([F:23])([F:1])[C:3]1[CH:4]=[CH:5][C:6]([C:9]2[N:14]=[CH:13][C:12]([CH:15]([O:22][C:57]3[CH:66]=[CH:65][C:60]([C:61]([O:63][CH2:64][CH3:27])=[O:62])=[CH:59][CH:58]=3)[CH2:16][CH2:17][CH2:18][CH2:19][CH2:20][CH3:21])=[CH:11][CH:10]=2)=[CH:7][CH:8]=1. Procedure: To a solution of 1-[6-(4-trifluoromethyl-phenyl)-pyridin-3-yl]-heptan-1-ol (280 mg, 0.83 mmol) in THF (2 mL) and toluene (4 mL) is added 1,1′-(azodicarbonyl)dipiperidine (ADDP, 314.1 mg, 1.24 mmol) at 0° C., followed by the addition of tributylphosphine (0.31 mL, 1.24 mmol) and methyl 4-hydroxybenzoate (151.5 mg, 1 mmol). The reaction mixture is warmed up to room temperature and stirred overnight. The mixture is loaded on silica gel, eluted with hexanes with a gradient from 0% of ethyl acetate t...